Dataset: the Open Reaction Database (ORD), a public repository of structured organic reaction records. Task: describe an organic reaction: reactants, conditions, products, and yield The reactants are solution, C(CCC)[Li] (n-butyl lithium), O1CCCC1 (tetrahydrofuran), COCOC(C/C(=C(\C)/C1=CC(=C(C(=C1)OC)OC)Cl)/C(=O)OC)=O ((Z)-4-(3-chloro-4,5-dimethoxyphenyl)-4-methyl-3-methoxycarbonyl-3-butenoic acid methoxymethyl ester), O1CCCC1 (tetrahydrofuran), C(C)(C)NC(C)C (diisopropylamine), O1CCCC1 (tetrahydrofuran), [Cl-].[NH4+] (ammonium chloride). Run in CCCCCC (hexane). Reaction conditions: temperature -78 celsius. Product: COCOC(C(/C(=C(\C)/C1=CC(=C(C(=C1)OC)OC)Cl)/C(=O)OC)C(O)C1=CC=NC=C1)=O ((Z)-4-(3-chloro-4,5-dimethoxyphenyl)-4-methyl-3-methoxycarbonyl-2-(4-pyridylhydroxymethyl)-3-butenoic acid methoxymethyl ester). RXN SMILES: [CH:1]([NH:4][CH:5]([CH3:7])C)([CH3:3])C.C([Li])CCC.[CH3:13][O:14][CH2:15][O:16][C:17](=[O:37])[CH2:18]/[C:19](/[C:33]([O:35][CH3:36])=[O:34])=[C:20](/[C:22]1[CH:27]=[C:26]([O:28][CH3:29])[C:25]([O:30][CH3:31])=[C:24]([Cl:32])[CH:23]=1)\[CH3:21].[Cl-].[NH4+].[O:40]1CC[CH2:42][CH2:41]1>CCCCCC>[CH3:13][O:14][CH2:15][O:16][C:17](=[O:37])[CH:18]([CH:41]([C:42]1[CH:3]=[CH:1][N:4]=[CH:5][CH:7]=1)[OH:40])/[C:19](/[C:33]([O:35][CH3:36])=[O:34])=[C:20](/[C:22]1[CH:27]=[C:26]([O:28][CH3:29])[C:25]([O:30][CH3:31])=[C:24]([Cl:32])[CH:23]=1)\[CH3:21] |f:3.4|. Reported procedure: To a solution of diisopropylamine (1.33 ml) in tetrahydrofuran (20 ml) is added gradually and dropwise a 1.6 N solution of n-butyl lithium in hexane (5.91 ml) at 0° C., and the mixture is stirred at the same temperature for 30 minutes. The solution is cooled to −78° C., and thereto is added gradually and dropwise a solution of (Z)-4-(3-chloro-4,5-dimethoxyphenyl)-4-methyl-3-methoxycarbonyl-3-butenoic acid methoxymethyl ester (2.94 g) in tetrahydrofuran (20 ml), and the mixture is further stirred... The reactants are O=[N+]([O-])c1ccc(Oc2ccc(Br)cc2)nc1, CO. Yields the product Nc1ccc(Oc2ccc(Br)cc2)nc1. As a reaction SMILES: [Br:1][c:2]1[cH:3][cH:4][c:5]([O:6][c:7]2[n:8][cH:9][c:10]([N+:13]([O-:14])=[O:15])[cH:11][cH:12]2)[cH:16][cH:17]1.[CH3:18][OH:19]>>[Br:1][c:2]1[cH:3][cH:4][c:5]([O:6][c:7]2[n:8][cH:9][c:10]([NH2:13])[cH:11][cH:12]2)[cH:16][cH:17]1.